Dataset: the Open Reaction Database (ORD), a public repository of structured organic reaction records. Task: describe an organic reaction: reactants, conditions, products, and yield Starting materials: BrCCc1ccc(Br)cc1, O=C([O-])[O-], CCOC(C)=O, CCCCCC, CN(C)C=O, [K+], [K+], CC(=O)NCc1ccc2ccn(C3CCNCC3)c2c1. The product is CC(=O)NCc1ccc2ccn(C3CCN(CCc4ccc(Br)cc4)CC3)c2c1. Reaction SMILES: [Br:27][c:28]1[cH:29][cH:30][c:31]([CH2:32][CH2:33][Br:34])[cH:35][cH:36]1.[C:1](=[O:2])([O-:3])[O-:4].[C:43]([O:44][CH2:45][CH3:46])(=[O:47])[CH3:48].[CH3:37][CH2:38][CH2:39][CH2:40][CH2:41][CH3:42].[CH3:49][N:50]([CH3:51])[CH:52]=[O:53].[K+:5].[K+:6].[NH:7]1[CH2:8][CH2:9][CH:10]([n:13]2[cH:14][cH:15][c:16]3[cH:17][cH:18][c:19]([CH2:22][NH:23][C:24]([CH3:25])=[O:26])[cH:20][c:21]23)[CH2:11][CH2:12]1>>[N:7]1([CH2:33][CH2:32][c:31]2[cH:30][cH:29][c:28]([Br:27])[cH:36][cH:35]2)[CH2:8][CH2:9][CH:10]([n:13]2[cH:14][cH:15][c:16]3[cH:17][cH:18][c:19]([CH2:22][NH:23][C:24]([CH3:25])=[O:26])[cH:20][c:21]23)[CH2:11][CH2:12]1. Reactants: COC=1CCCCC(N1)CC=1C(=NN(C1)C1=CC=CC=C1)C(F)(F)F (3,4,5,6-tetrahydro-7-methoxy-2-[[1-phenyl-3-(trifluoromethyl)-1H-pyrazol-4-yl]methyl]-2H-azepine), [Cl-].[NH4+] (ammonium chloride). The product is Cl.C1(=CC=CC=C1)N1N=C(C(=C1)CC1CCCCC(N1)=N)C(F)(F)F (hexahydro-7-[[1-phenyl-3-(trifluoromethyl)-1H-pyrazol-4-yl]methyl]-2H-azepin-2-imine, monohydrochloride). Reaction SMILES: CO[C:3]1[CH2:4][CH2:5][CH2:6][CH2:7][CH:8]([CH2:10][C:11]2[C:12]([C:22]([F:25])([F:24])[F:23])=[N:13][N:14]([C:16]3[CH:21]=[CH:20][CH:19]=[CH:18][CH:17]=3)[CH:15]=2)[N:9]=1.[Cl-:26].[NH4+:27]>>[ClH:26].[C:16]1([N:14]2[CH:15]=[C:11]([CH2:10][CH:8]3[NH:9][C:3](=[NH:27])[CH2:4][CH2:5][CH2:6][CH2:7]3)[C:12]([C:22]([F:25])([F:24])[F:23])=[N:13]2)[CH:21]=[CH:20][CH:19]=[CH:18][CH:17]=1 |f:1.2,3.4|. Procedure: The title material of Example 141 is reacted with ammonium chloride by the method of Example 5 to generate the title compound. Reactants: O=C([O-])[O-], Cc1ccccc1, CCOC(C)=O, Clc1nc(Cl)nc(Cl)n1, [K+], [K+], Nc1ccc(Cl)cc1, C1COCCOCCOCCOCCOCCO1. Product: Clc1ccc(Nc2nc(Cl)nc(Cl)n2)cc1. As a reaction SMILES: [C:10](=[O:11])([O-:12])[O-:13].[CH3:42][c:43]1[cH:44][cH:45][cH:46][cH:47][cH:48]1.[CH3:49][CH2:50][O:51][C:52](=[O:53])[CH3:54].[Cl:1][c:2]1[n:3][c:4]([Cl:5])[n:6][c:7]([Cl:8])[n:9]1.[K+:14].[K+:15].[NH2:34][c:35]1[cH:36][cH:37][c:38]([Cl:39])[cH:40][cH:41]1.[O:16]1[CH2:17][CH2:18][O:19][CH2:20][CH2:21][O:22][CH2:23][CH2:24][O:25][CH2:26][CH2:27][O:28][CH2:29][CH2:30][O:31][CH2:32][CH2:33]1>>[c:2]1([NH:34][c:35]2[cH:36][cH:37][c:38]([Cl:39])[cH:40][cH:41]2)[n:3][c:4]([Cl:5])[n:6][c:7]([Cl:8])[n:9]1. Starting materials: [O-]C#N.[K+] (potassium cyanate), Cl[O-].[Na+] (sodium hypochlorite), CS(=O)(=O)N1CCNCC1 (methanesulfonyl-piperazine), Cl (hydrochloric acid), Cl[O-] (hypochlorite). The solvent is O (water), O (water). Run at time 4 hour. Yields the product NCS(=O)(=O)N1CCNCC1 (1-aminomethanesulfonylpiperazine). Reaction SMILES: [CH3:1][S:2]([N:5]1[CH2:10][CH2:9][NH:8][CH2:7][CH2:6]1)(=[O:4])=[O:3].Cl.[O-]C#[N:14].[K+].Cl[O-].[Na+].Cl[O-]>O>[NH2:14][CH2:1][S:2]([N:5]1[CH2:10][CH2:9][NH:8][CH2:7][CH2:6]1)(=[O:4])=[O:3] |f:2.3,4.5|. Reported procedure: 10 g of methanesulfonyl-piperazine are dissolved in 50 ml of water; after adding 6.2 ml of concentrated hydrochloric acid thereto, a solution of 5.4 g of potassium cyanate in 20 ml of water is added dropwise, and the thus-obtained mixture is stirred for 4 hours at room temperature. The precipitate which separates out is filtered off and dried. Yield: 11 g; melting point: 254° C. 10 g of the dried precipitate and 4 g of sodium hydroxide solution in 80 ml of water are cooled to 0° C., and 0.052 mo... Starting materials: [Si](=O)=O (silicon dioxide), O.N (ammonia water), O (water), [Si](=O)=O (silicon dioxide), [Si](=O)=O (silicon dioxide). Yields the product [Si]([O-])([O-])([O-])[O-].[NH4+].[NH4+].[NH4+].[NH4+] (ammonium silicate). RXN SMILES: [Si:1](=[O:3])=[O:2].[OH2:4].[NH3:5].[OH2:6]>>[Si:1]([O-:6])([O-:4])([O-:3])[O-:2].[NH4+:5].[NH4+:5].[NH4+:5].[NH4+:5] |f:1.2,4.5.6.7.8|. Reported procedure: Silicon dioxide commercially obtained in the form of fine powder or gelatine can not successfully polymerize the black liquor when the silicon dioxide diluted with water is added to the liquor and heated and dehydrated to react. However, if silicon dioxide and the black liquor is heated to a high temperature in an autoclave to form the silicate, the condensation polymerization can be accomplished. Further, the condensation polymerization is also carried out successfully with the combined use of ... Starting materials: N[C@H]1C([C@H](C1)C(=O)N1CCOCC1)(C)C (((1S,3R)-3-amino-2,2-dimethylcyclobutyl)(morpholino)methanone), N[C@H]1C([C@H](C1)C(=O)N1CCOCC1)(C)C (((1S,3R)-3-amino-2,2-dimethylcyclobutyl)(morpholino)methanone), C(C)(=O)O[C@@H]1C([C@@H]2CC[C@]3([C@@]4(CC[C@@]5([C@@H]([C@H]4CC[C@@H]3[C@]2(CC1)C)[C@@H](CC5)C(=C)C)C(=O)O)C)C)(C)C ((1R,3aS,5aR,5bR,7aR,9S,11aR,11bR,13aR,13bR)-9-acetoxy-5a,5b,8,8,11a-pentamethyl-1-(prop-1-en-2-yl)icosahydro-1H-cyclopenta[a]chrysene-3a-carboxylic acid), C(=O)(C(=O)Cl)Cl ((COCl)2). The solvent is C(Cl)Cl (DCM), C(Cl)Cl (DCM), C(Cl)Cl (DCM), C(Cl)Cl (DCM). Run at time 3 hour. Yields the product C(C)(=O)O[C@@H]1C([C@@H]2CC[C@]3([C@@]4(CC[C@@]5([C@@H]([C@H]4CC[C@@H]3[C@]2(CC1)C)[C@@H](CC5)C(=C)C)C(N[C@H]5C([C@H](C5)C(=O)N5CCOCC5)(C)C)=O)C)C)(C)C ((1R,3aS,5aR,5bR,7aR,9S,11aR,11bR,13aR,13bR)-3a-((1R,3S)-2,2-dimethyl-3-(morpholine-4-carbonyl)cyclobutylcarbamoyl)-5a,5b,8,8,11a-pentamethyl-1-(prop-1-en-2-yl)icosahydro-1H-cyclopenta[a]chrysen-9-yl acetate). Isolated yield 82.0%. Reaction SMILES: [C:1]([O:4][C@H:5]1[CH2:22][CH2:21][C@@:20]2([CH3:23])[C@@H:7]([CH2:8][CH2:9][C@:10]3([CH3:34])[C@@H:19]2[CH2:18][CH2:17][C@H:16]2[C@@:11]3([CH3:33])[CH2:12][CH2:13][C@@:14]3([C:30](O)=[O:31])[CH2:26][CH2:25][C@@H:24]([C:27]([CH3:29])=[CH2:28])[C@@H:15]32)[C:6]1([CH3:36])[CH3:35])(=[O:3])[CH3:2].C(Cl)(C(Cl)=O)=O.[NH2:43][C@@H:44]1[CH2:47][C@H:46]([C:48]([N:50]2[CH2:55][CH2:54][O:53][CH2:52][CH2:51]2)=[O:49])[C:45]1([CH3:57])[CH3:56]>C(Cl)Cl>[C:1]([O:4][C@H:5]1[CH2:22][CH2:21][C@@:20]2([CH3:23])[C@@H:7]([CH2:8][CH2:9][C@:10]3([CH3:34])[C@@H:19]2[CH2:18][CH2:17][C@H:16]2[C@@:11]3([CH3:33])[CH2:12][CH2:13][C@@:14]3([C:30](=[O:31])[NH:43][C@@H:44]4[CH2:47][C@H:46]([C:48]([N:50]5[CH2:55][CH2:54][O:53][CH2:52][CH2:51]5)=[O:49])[C:45]4([CH3:57])[CH3:56])[CH2:26][CH2:25][C@@H:24]([C:27]([CH3:29])=[CH2:28])[C@@H:15]32)[C:6]1([CH3:36])[CH3:35])(=[O:3])[CH3:2]. Procedure details: To a solution of (1R,3aS,5aR,5bR,7aR,9S,11aR,11bR,13aR,13bR)-9-acetoxy-5a,5b,8,8,11a-pentamethyl-1-(prop-1-en-2-yl)icosahydro-1H-cyclopenta[a]chrysene-3a-carboxylic acid (0.270 g, 0.542 mmol) in DCM (1 ml) 2M solution of (COCl)2 in DCM (2.71 ml, 5.42 mmol) was added at about 0° C. and the reaction mixture was stirred at room temperature for about 3 hours. After completion of the reaction (monitored by TLC), the solvent was evaporated under nitrogen atmosphere and dissolved in DCM (4 ml), which w... The reactants are CC1=NN(C(=C1)C)C(NS(=O)(=O)C1=CC=C(C=C1)Cl)=N (N-[(3,5-dimethylpyrazol-1-yl)-iminomethyl]-4-chlorobenzene-sulfonamide), CS(=O)(=O)O (methanesulfonic acid), N1=CC(=CC=C1)CN (3-picolylamine). The product is NC(=NS(=O)(=O)C1=CC=C(C=C1)C)NCC=1C=NC=CC1 (N-{amino-[(pyridin-3-yl-methyl)-amino]-methylene}-4-methylbenzenesulfonamide). RXN SMILES: C[C:2]1[CH:6]=[C:5](C)[N:4]([C:8](=[NH:20])[NH:9][S:10]([C:13]2[CH:18]=[CH:17][C:16](Cl)=[CH:15][CH:14]=2)(=[O:12])=[O:11])[N:3]=1.[CH3:21]S(O)(=O)=O.N1C=C[CH:29]=[C:28](CN)[CH:27]=1>>[NH2:20][C:8]([NH:4][CH2:5][C:6]1[CH:2]=[N:3][CH:27]=[CH:28][CH:29]=1)=[N:9][S:10]([C:13]1[CH:14]=[CH:15][C:16]([CH3:21])=[CH:17][CH:18]=1)(=[O:11])=[O:12]. Procedure details: The compound of Example 23 was prepared according to the accompanying synthesis procedure from 0.5 ml of N-[(3,5-dimethylpyrazol-1-yl)-iminomethyl]-4-chlorobenzene-sulfonamide solution (0.2 M, acetonitrile) with 19 mg of methanesulfonic acid and 0.5 ml of 3-picolylamine solution (1.0 M, acetonitrile) and filed in a substance databank. Calculated mol. wt. 304.37; found mol. wt. (M+H) 305.3; 609.2 (Dimer) Starting materials: COC(=O)Cc1ccc(Oc2ccc(C(F)(F)F)cc2NS(=O)(=O)c2ccc(C)cc2)cc1, CO, Cl, [Li+], [OH-], O. Product: Cc1ccc(S(=O)(=O)Nc2cc(C(F)(F)F)ccc2Oc2ccc(CC(=O)O)cc2)cc1. RXN SMILES: [CH3:1][O:2][C:3]([CH2:4][c:5]1[cH:6][cH:7][c:8]([O:11][c:12]2[c:13]([NH:22][S:23](=[O:24])(=[O:25])[c:26]3[cH:27][cH:28][c:29]([CH3:32])[cH:30][cH:31]3)[cH:14][c:15]([C:18]([F:19])([F:20])[F:21])[cH:16][cH:17]2)[cH:9][cH:10]1)=[O:33].[CH3:37][OH:38].[ClH:36].[Li+:34].[OH-:35].[OH2:39]>>[O:2]=[C:3]([CH2:4][c:5]1[cH:6][cH:7][c:8]([O:11][c:12]2[c:13]([NH:22][S:23](=[O:24])(=[O:25])[c:26]3[cH:27][cH:28][c:29]([CH3:32])[cH:30][cH:31]3)[cH:14][c:15]([C:18]([F:19])([F:20])[F:21])[cH:16][cH:17]2)[cH:9][cH:10]1)[OH:33]. Yields the product N1(CCOCC1)CC1=CC=C(C=C1)N (4-Morpholin-4-ylmethylphenylamine). Reagents/catalysts: [Fe] (iron). Reported procedure: A stirred suspension of 4-(4-nitrobenzyl)morpholine (500 mg) (prepared according to a modified procedure described by Leffler and Volwiler, JACS, 1938, 60, 896) in water (4.15 mL) was treated with glacial acetic acid (0.5 mL). The reaction mixture was heated to gentle reflux and then treated with iron powder (500 mg) over 10 minutes. After stirring at reflux for a further 10 minutes the reaction mixture was allowed to cool to room temperature. The reaction mixture was treated with water (10 mL) ... RXN SMILES: [N+:1]([C:4]1[CH:16]=[CH:15][C:7]([CH2:8][N:9]2[CH2:14][CH2:13][O:12][CH2:11][CH2:10]2)=[CH:6][CH:5]=1)([O-])=O.C(O)(=O)C.[OH-].[Na+]>O.[Fe]>[N:9]1([CH2:8][C:7]2[CH:15]=[CH:16][C:4]([NH2:1])=[CH:5][CH:6]=2)[CH2:14][CH2:13][O:12][CH2:11][CH2:10]1 |f:2.3|. Starting materials: [N+](=O)([O-])C1=CC=C(CN2CCOCC2)C=C1 (4-(4-nitrobenzyl)morpholine), [OH-].[Na+] (sodium hydroxide), C(C)(=O)O (acetic acid), aqueous solution. Run in O (water), O (water). Yield: 85.5%. Starting materials: ClCCCN1C(CCC2=CC(=CC=C12)[N+](=O)[O-])=O (1-(3-chloropropyl)-6-nitro-3,4-dihydroquinolin-2(1H)-one), C([O-])([O-])=O.[K+].[K+] (potassium carbonate), Cl.CNC (dimethylamine hydrochloride), [I-].[K+] (potassium iodide). Solvent: C(C)#N (acetonitrile). Reaction conditions: time 18 hour. Product: CN(CCCN1C(CCC2=CC(=CC=C12)[N+](=O)[O-])=O)C (1-(3-(dimethylamino)propyl)-6-nitro-3,4-dihydroquinolin-2(1H)-one). RXN SMILES: Cl[CH2:2][CH2:3][CH2:4][N:5]1[C:14]2[C:9](=[CH:10][C:11]([N+:15]([O-:17])=[O:16])=[CH:12][CH:13]=2)[CH2:8][CH2:7][C:6]1=[O:18].Cl.[CH3:20][NH:21][CH3:22].[I-].[K+].C(=O)([O-])[O-].[K+].[K+]>C(#N)C>[CH3:20][N:21]([CH3:22])[CH2:2][CH2:3][CH2:4][N:5]1[C:14]2[C:9](=[CH:10][C:11]([N+:15]([O-:17])=[O:16])=[CH:12][CH:13]=2)[CH2:8][CH2:7][C:6]1=[O:18] |f:1.2,3.4,5.6.7|. Procedure details: 1-(3-chloropropyl)-6-nitro-3,4-dihydroquinolin-2(1H)-one (300 mg, 1.12 mmol), dimethylamine hydrochloride (911 mg, 11.16 mmol), potassium iodide (1.85 g, 11.16 mmol) and potassium carbonate (1.54 g, 11.16 mmol) were weighed into an argon purged vial fitted with a magnetic stirbar. Anhydrous acetonitrile was added, and the yellow suspension stirred at room temperature for 18 hours. The reaction was placed in a heating block at a temperature of 60° C. for 2 hours. After cooling to room temperature...